From a dataset of the Open Reaction Database (ORD), a public repository of structured organic reaction records. describe an organic reaction: reactants, conditions, products, and yield Solvent: CO (MeOH), C(Cl)Cl (CH2Cl2). As a reaction SMILES: [Cl:1][C:2]1[CH:3]=[C:4]2[N:9]([CH:10]=1)[C:8](=[O:11])[C:7]1[C:12]([OH:20])=[C:13]([CH2:17][CH2:18][CH3:19])[C:14]([OH:16])=[CH:15][C:6]=1[O:5]2.[Cl-].Cl[CH:23]=[N+:24]([CH3:26])[CH3:25].C([BH3-])#N.[Na+]>C(Cl)Cl.CO>[Cl:1][C:2]1[CH:3]=[C:4]2[N:9]([C:10]=1[CH2:23][N:24]([CH3:26])[CH3:25])[C:8](=[O:11])[C:7]1[C:12]([OH:20])=[C:13]([CH2:17][CH2:18][CH3:19])[C:14]([OH:16])=[CH:15][C:6]=1[O:5]2 |f:1.2,3.4|. The reactants are C(#N)[BH3-].[Na+] (sodium cyanoborohydride), ClC=1C=C2OC3=C(C(N2C1)=O)C(=C(C(=C3)O)CCC)O (2-chloro-6,8-dihydroxy-7-propyl-9H-pyrrolo [2,1-b][1,3]benzoxazin-9-one), [Cl-].ClC=[N+](C)C (chloromethylene dimethylammonium chloride). Procedure: To 60 mg (0.20 mmol) of 2-chloro-6,8-dihydroxy-7-propyl-9H-pyrrolo [2,1-b][1,3]benzoxazin-9-one in 20 mL of CH2Cl2 was added 157 mg (1.22 mmol) of chloromethylene dimethylammonium chloride and the reaction stirred for 1 hr. The mixture was concentrated, diluted with 50 mL of dry MeOH and 1.0 g (15.9 mmol) of sodium cyanoborohydride was added. After 24 hr the mixture was quenched with saturated NaHCO3 and the mixture extracted with ethylacetate which was dried (Na2SO4) and concentrated. The resid... Reaction conditions: time 1 hour. Yield: 71.3%. Product: ClC=1C=C2OC3=C(C(N2C1CN(C)C)=O)C(=C(C(=C3)O)CCC)O (2-Chloro-1-[(dimethylamino)methyl]-6,8-dihydroxy-7-propyl-9H-pyrrolo[2,1-b][1,3]benzoxazin-9-one). Product: FC(C=1C=CC(=C(C(=O)C2=CC=CC=C2)C1)N1C(=NC=C1)CN1C(C=2C(C1=O)=CC=CC2)=O)(F)F (5-(trifluoromethyl)-2-[2-(phthalimidomethyl)imidazol-1-yl]benzophenone). As a reaction SMILES: [F:1][C:2]([F:25])([F:24])[C:3]1[CH:4]=[CH:5][C:6]([N:17]2[CH:21]=[CH:20][N:19]=[C:18]2[CH2:22]O)=[C:7]([CH:16]=1)[C:8]([C:10]1[CH:15]=[CH:14][CH:13]=[CH:12][CH:11]=1)=[O:9].[C:26]1(=[O:36])[NH:30][C:29](=[O:31])[C:28]2=[CH:32][CH:33]=[CH:34][CH:35]=[C:27]12.C1(P(C2C=CC=CC=2)C2C=CC=CC=2)C=CC=CC=1.N(C(OCC)=O)=NC(OCC)=O>>[F:25][C:2]([F:1])([F:24])[C:3]1[CH:4]=[CH:5][C:6]([N:17]2[CH:21]=[CH:20][N:19]=[C:18]2[CH2:22][N:30]2[C:26](=[O:36])[C:27]3=[CH:35][CH:34]=[CH:33][CH:32]=[C:28]3[C:29]2=[O:31])=[C:7]([CH:16]=1)[C:8]([C:10]1[CH:11]=[CH:12][CH:13]=[CH:14][CH:15]=1)=[O:9]. The reactants are C1(C=2C(C(N1)=O)=CC=CC2)=O (phthalimide), C1(=CC=CC=C1)P(C1=CC=CC=C1)C1=CC=CC=C1 (triphenylphosphine), N(=NC(=O)OCC)C(=O)OCC (diethyl azocarboxylate), FC(C=1C=CC(=C(C(=O)C2=CC=CC=C2)C1)N1C(=NC=C1)CO)(F)F (5-(trifluoromethyl)-2-[2-(hydroxymethyl)imidazol-1-yl]benzophenone). Procedure: In the manner given in Example 17, 5-(trifluoromethyl)-2-[2-(hydroxymethyl)imidazol-1-yl]benzophenone is treated with phthalimide and triphenylphosphine and finally with diethyl azocarboxylate to give 5-(trifluoromethyl)-2-[2-(phthalimidomethyl)imidazol-1-yl]benzophenone. The reactants are O=C([O-])[O-], CCc1cc(COS(C)(=O)=O)ccn1, CC#N, NCCN1Cc2ccc(F)cc2CC1Cc1ccc(F)cc1, [K+], [K+]. Yields the product CCc1cc(CNCCN2Cc3ccc(F)cc3CC2Cc2ccc(F)cc2)ccn1. RXN SMILES: [C:37](=[O:38])([O-:39])[O-:40].[CH2:23]([CH3:24])[c:25]1[n:26][cH:27][cH:28][c:29]([CH2:31][O:32][S:33]([CH3:34])(=[O:35])=[O:36])[cH:30]1.[CH3:43][C:44]#[N:45].[F:1][c:2]1[cH:3][c:4]2[c:9]([cH:10][cH:11]1)[CH2:8][N:7]([CH2:12][CH2:13][NH2:14])[CH:6]([CH2:15][c:16]1[cH:17][cH:18][c:19]([F:22])[cH:20][cH:21]1)[CH2:5]2.[K+:41].[K+:42]>>[F:1][c:2]1[cH:3][c:4]2[c:9]([cH:10][cH:11]1)[CH2:8][N:7]([CH2:12][CH2:13][NH:14][CH2:31][c:29]1[cH:28][cH:27][n:26][c:25]([CH2:23][CH3:24])[cH:30]1)[CH:6]([CH2:15][c:16]1[cH:17][cH:18][c:19]([F:22])[cH:20][cH:21]1)[CH2:5]2. Starting materials: N(C(=N)N)C1=CC=C(C(=O)OC2=CC=C(C=C2)[N+](=O)[O-])C=C1 (4-nitrophenyl 4-guanidinobenzoate), Cl.NCCCN1C(N(C(C1)=O)C(C(=O)OC)C1=CC=CC=C1)=O (methyl (3-(3-aminopropyl)-2,5-dioxoimidazolidin-1-yl)phenylacetate hydrochloride), C=1C=CC2=C(C1)N=NN2O (HOBt), C(C)N1CCOCC1 (N-ethylmorpholine). Solvent: CN(C=O)C (dimethylformamide). Product: Cl.N(C(=N)N)C1=CC=C(C(=O)NCCCN2C(N(C(C2)=O)C(C(=O)OC)C2=CC=CC=C2)=O)C=C1 (Methyl (3-(3-(4-guanidinobenzoylamino)propyl)-2,5-dioxoimidazolidin-1-yl)phenylacetate hydrochloride). As a reaction SMILES: [NH:1]([C:5]1[CH:22]=[CH:21][C:8]([C:9]([O:11]C2C=CC([N+]([O-])=O)=CC=2)=O)=[CH:7][CH:6]=1)[C:2]([NH2:4])=[NH:3].[ClH:23].[NH2:24][CH2:25][CH2:26][CH2:27][N:28]1[CH2:32][C:31](=[O:33])[N:30]([CH:34]([C:39]2[CH:44]=[CH:43][CH:42]=[CH:41][CH:40]=2)[C:35]([O:37][CH3:38])=[O:36])[C:29]1=[O:45].C1C=CC2N(O)N=NC=2C=1.C(N1CCOCC1)C>CN(C)C=O>[ClH:23].[NH:1]([C:5]1[CH:6]=[CH:7][C:8]([C:9]([NH:24][CH2:25][CH2:26][CH2:27][N:28]2[CH2:32][C:31](=[O:33])[N:30]([CH:34]([C:39]3[CH:44]=[CH:43][CH:42]=[CH:41][CH:40]=3)[C:35]([O:37][CH3:38])=[O:36])[C:29]2=[O:45])=[O:11])=[CH:21][CH:22]=1)[C:2]([NH2:4])=[NH:3] |f:1.2,6.7|. Reported procedure: 384 mg (1.14 mmol) of 4-nitrophenyl 4-guanidinobenzoate, 390 mg (1.14 mmol) of methyl (3-(3-aminopropyl)-2,5-dioxoimidazolidin-1-yl)phenylacetate hydrochloride, 55 mg (0.4 mmol) of HOBt and 140 mg (1.2 mmol) of N-ethylmorpholine are stirred at room temperature for 5 h in 10 ml of dimethylformamide. Following concentration, chromatography takes place, for purification, on silica gel using a mixture of methylene chloride, methanol, glacial acetic acid and water=85:15:2:2. The fractions containing ... The reactants are C1CCOC1, [H-], CCCCCCI, [Na+], COC(=O)C(C(=O)OC)c1ccc(Oc2ccccc2)cc1. Yields the product CCCCCCC(C(=O)OC)(C(=O)OC)c1ccc(Oc2ccccc2)cc1. RXN SMILES: [CH2:32]1[O:33][CH2:34][CH2:35][CH2:36]1.[H-:2].[I:25][CH2:26][CH2:27][CH2:28][CH2:29][CH2:30][CH3:31].[Na+:1].[O:3]([c:4]1[cH:5][cH:6][cH:7][cH:8][cH:9]1)[c:10]1[cH:11][cH:12][c:13]([CH:16]([C:17](=[O:18])[O:19][CH3:20])[C:21](=[O:22])[O:23][CH3:24])[cH:14][cH:15]1>>[O:3]([c:4]1[cH:5][cH:6][cH:7][cH:8][cH:9]1)[c:10]1[cH:11][cH:12][c:13]([C:16]([C:17](=[O:18])[O:19][CH3:20])([C:21](=[O:22])[O:23][CH3:24])[CH2:26][CH2:27][CH2:28][CH2:29][CH2:30][CH3:31])[cH:14][cH:15]1.